Dataset: the Open Reaction Database (ORD), a public repository of structured organic reaction records. Task: describe an organic reaction: reactants, conditions, products, and yield Starting materials: O1[C@@H](CCCCC(=O)O)C[C@H]2[C@@H]1C[C@H]([C@H]2\C=C\[C@H]([C@@H](CCCC)F)O)C ([6S,8R,9S,11R,12S,15R,16R]-6,9-epoxy-11-methyl-16-fluoro-15-hydroxyprost-(13E)-enoic acid). Reagents/catalysts: [Pt]=O (platinum oxide). Run in C(C)(=O)OCC (ethyl acetate). Run at time 8 hour. Yields the product O1[C@@H](CCCCC(=O)O)C[C@H]2[C@@H]1C[C@H]([C@@H]2CC[C@H]([C@@H](CCCC)F)O)C ([6S,8R,9S,11R,12S,15R,16R]-6,9-epoxy-11-methyl-16-fluoro-15-hydroxyprostanoic acid). RXN SMILES: [O:1]1[C@H:12]2[CH2:13][C@@H:14]([CH3:26])[C@@H:15](/[CH:16]=[CH:17]/[C@@H:18]([OH:25])[C@H:19]([F:24])[CH2:20][CH2:21][CH2:22][CH3:23])[C@H:11]2[CH2:10][C@@H:2]1[CH2:3][CH2:4][CH2:5][CH2:6][C:7]([OH:9])=[O:8]>C(OCC)(=O)C.[Pt]=O>[O:1]1[C@H:12]2[CH2:13][C@@H:14]([CH3:26])[C@H:15]([CH2:16][CH2:17][C@@H:18]([OH:25])[C@H:19]([F:24])[CH2:20][CH2:21][CH2:22][CH3:23])[C@H:11]2[CH2:10][C@@H:2]1[CH2:3][CH2:4][CH2:5][CH2:6][C:7]([OH:9])=[O:8]. Reported procedure: To a solution of 275 mg of [6S,8R,9S,11R,12S,15R,16R]-6,9-epoxy-11-methyl-16-fluoro-15-hydroxyprost-(13E)-enoic acid in 20 ml of ethyl acetate was added 30 mg of platinum oxide. The mixture was sealed under a positive hydrogen atmosphere and vigorously stirred. After eight hours, the reaction mixture was filtered and the volatiles removed by rotary evaporation. The residual oily product was purified by chromatography over 50 g of Sephadex LH-20 using chloroform-hexane (65/35) to yield [6S,8R,9S,... The reactants are IC(C1=CC=CC=C1)O (iodobenzyl alcohol), COC1=CC=C(C=C1)C1=CC=C(C=C1)NC(C#C)=O (propynoic acid-(4′-methoxybiphenyl-4-yl)amide). Run in ClCCl.C(C)O (dichloromethane ethanol). Yields the product COC1=CC=C(C=C1)C1=CC=C(C=C1)NC(C#CC1=CC=C(C=C1)CO)=O (3-(4-hydroxymethylphenyl)propynoic acid-(4′-methoxybiphenyl-4-yl)amide). Reaction SMILES: I[CH:2]([OH:9])[C:3]1[CH:8]=[CH:7][CH:6]=[CH:5][CH:4]=1.[CH3:10][O:11][C:12]1[CH:17]=[CH:16][C:15]([C:18]2[CH:23]=[CH:22][C:21]([NH:24][C:25](=[O:28])[C:26]#[CH:27])=[CH:20][CH:19]=2)=[CH:14][CH:13]=1>ClCCl.C(O)C>[CH3:10][O:11][C:12]1[CH:13]=[CH:14][C:15]([C:18]2[CH:23]=[CH:22][C:21]([NH:24][C:25](=[O:28])[C:26]#[C:27][C:6]3[CH:7]=[CH:8][C:3]([CH2:2][OH:9])=[CH:4][CH:5]=3)=[CH:20][CH:19]=2)=[CH:16][CH:17]=1 |f:2.3|. Reported procedure: Prepared analogously to Example 1.2.a. from iodobenzyl alcohol and propynoic acid-(4′-methoxybiphenyl-4-yl)amide. Yield: 0.21 g (22.9% of theory); C23H19NO3 (M=357.41); calc.: molecular ion peak (M+H)+: 358; found: molecular ion peak (M+H)+: 358; Rf value: 0.35 (silica gel, dichloromethane/ethanol (20:1)). The reactants are [Br-], CC(=O)c1cccc(CN(C)CC=Cc2ccccc2)c1, [Li]CCCC, CCCCCC, C[P+](c1ccccc1)(c1ccccc1)c1ccccc1. Reaction SMILES: [Br-:33].[CH2:1]([CH:2]=[CH:3][c:4]1[cH:5][cH:6][cH:7][cH:8][cH:9]1)[N:10]([CH3:11])[CH2:12][c:13]1[cH:14][c:15]([C:19]([CH3:20])=[O:21])[cH:16][cH:17][cH:18]1.[CH2:22]([Li:23])[CH2:24][CH2:25][CH3:26].[CH3:27][CH2:28][CH2:29][CH2:30][CH2:31][CH3:32].[CH3:34][P+:35]([c:36]1[cH:37][cH:38][cH:39][cH:40][cH:41]1)([c:42]1[cH:43][cH:44][cH:45][cH:46][cH:47]1)[c:48]1[cH:49][cH:50][cH:51][cH:52][cH:53]1>>[CH2:1]([CH:2]=[CH:3][c:4]1[cH:5][cH:6][cH:7][cH:8][cH:9]1)[N:10]([CH3:11])[CH2:12][c:13]1[cH:14][c:15]([C:19]([CH3:20])=[CH2:22])[cH:16][cH:17][cH:18]1. Product: C=C(C)c1cccc(CN(C)CC=Cc2ccccc2)c1. Starting materials: CCc1c(I)[nH]c(C=O)c1C(=O)OC, COCCOC, [K+], [K+], [K+], OB(O)c1ccc(F)cc1, O=P([O-])([O-])[O-], c1ccc(P(c2ccccc2)(c2ccccc2)[Pd](P(c2ccccc2)(c2ccccc2)c2ccccc2)(P(c2ccccc2)(c2ccccc2)c2ccccc2)P(c2ccccc2)(c2ccccc2)c2ccccc2)cc1. The product is CCc1c(-c2ccc(F)cc2)[nH]c(C=O)c1C(=O)OC. As a reaction SMILES: [CH2:1]([CH3:2])[c:3]1[c:4]([C:11](=[O:12])[O:13][CH3:14])[c:5]([CH:9]=[O:10])[nH:6][c:7]1[I:8].[CH2:33]([CH2:34][O:35][CH3:36])[O:37][CH3:38].[K+:20].[K+:21].[K+:22].[OH:23][B:24]([OH:25])[c:26]1[cH:27][cH:28][c:29]([F:30])[cH:31][cH:32]1.[P:15]([O-:16])([O-:17])([O-:18])=[O:19].[cH:39]1[cH:40][cH:41][c:42]([P:43]([Pd:44]([P:45]([c:46]2[cH:47][cH:48][cH:49][cH:50][cH:51]2)([c:52]2[cH:53][cH:54][cH:55][cH:56][cH:57]2)[c:58]2[cH:59][cH:60][cH:61][cH:62][cH:63]2)([P:64]([c:65]2[cH:66][cH:67][cH:68][cH:69][cH:70]2)([c:71]2[cH:72][cH:73][cH:74][cH:75][cH:76]2)[c:77]2[cH:78][cH:79][cH:80][cH:81][cH:82]2)[P:83]([c:84]2[cH:85][cH:86][cH:87][cH:88][cH:89]2)([c:90]2[cH:91][cH:92][cH:93][cH:94][cH:95]2)[c:96]2[cH:97][cH:98][cH:99][cH:100][cH:101]2)([c:102]2[cH:103][cH:104][cH:105][cH:106][cH:107]2)[c:108]2[cH:109][cH:110][cH:111][cH:112][cH:113]2)[cH:114][cH:115]1>>[CH2:1]([CH3:2])[c:3]1[c:4]([C:11](=[O:12])[O:13][CH3:14])[c:5]([CH:9]=[O:10])[nH:6][c:7]1-[c:26]1[cH:27][cH:28][c:29]([F:30])[cH:31][cH:32]1. Procedure: 88 ml of a 25%-strength aqueous ammonia solution was added to a solution of 16 g of the 2-(2,2-dimethyl-1a,7b-dihydro-2H-oxireno[c]chromen-6-yl)-N-1,2,3,4-tetrahydronaphth-1-yl acetamide obtained above in 88 ml ethanol, and the mixture was stirred for 18 hours at room temperature. Then 200 ml dichloromethane and 50 ml methanol were added thereto, and the mixture was stirred for a further 15 minutes. Then 200 ml water was added and the mixture was again stirred for 15 minutes. The organic phase w... Starting materials: N (ammonia), CC1(OC=2C=CC(=CC2C2C1O2)CC(=O)NC2CCCC1=CC=CC=C21)C (2-(2,2-dimethyl-1a,7b-dihydro-2H-oxireno[c]chromen-6-yl)-N-1,2,3,4-tetrahydronaphth-1-yl acetamide), ClCCl (dichloromethane), CO (methanol). RXN SMILES: [NH3:1].[CH3:2][C:3]1([CH3:28])[CH:12]2[O:13][CH:11]2[C:10]2[CH:9]=[C:8]([CH2:14][C:15]([NH:17][CH:18]3[C:27]4[C:22](=[CH:23][CH:24]=[CH:25][CH:26]=4)[CH2:21][CH2:20][CH2:19]3)=[O:16])[CH:7]=[CH:6][C:5]=2[O:4]1.ClCCl.CO>C(O)C.O>[NH2:1][CH:11]1[C:10]2[C:5](=[CH:6][CH:7]=[C:8]([CH2:14][C:15]([NH:17][CH:18]3[C:27]4[C:22](=[CH:23][CH:24]=[CH:25][CH:26]=4)[CH2:21][CH2:20][CH2:19]3)=[O:16])[CH:9]=2)[O:4][C:3]([CH3:28])([CH3:2])[CH:12]1[OH:13]. Reaction conditions: time 18 hour. Solvent: C(C)O (ethanol), O (water). Yields the product NC1C(C(OC2=CC=C(C=C12)CC(=O)NC1CCCC2=CC=CC=C12)(C)C)O (2-(4-amino-3-hydroxy-2,2-dimethyl-3,4-dihydro-2H-chromen-6-yl)-N-1,2,3,4-tetrahydronaphth-1-yl acetamide). Reactants: [Br-], C1CCOC1, [Mg+]CCC1C=CCCC1, [Cl-], S=C=Nc1ccc(Cl)cc1, [NH4+]. Yields the product S=C(CCC1C=CCCC1)Nc1ccc(Cl)cc1. As a reaction SMILES: [Br-:1].[CH2:23]1[O:24][CH2:25][CH2:26][CH2:27]1.[CH:2]1([CH2:8][CH2:9][Mg+:10])[CH:3]=[CH:4][CH2:5][CH2:6][CH2:7]1.[Cl-:21].[Cl:11][c:12]1[cH:13][cH:14][c:15]([N:18]=[C:19]=[S:20])[cH:16][cH:17]1.[NH4+:22]>>[CH:2]1([CH2:8][CH2:9][C:19]([NH:18][c:15]2[cH:14][cH:13][c:12]([Cl:11])[cH:17][cH:16]2)=[S:20])[CH:3]=[CH:4][CH2:5][CH2:6][CH2:7]1. The reactants are Br.Br.O1C(COC2=C1C=CC=C2)CN2CCC(CC2)CN (1-[(2,3-dihydro-1,4-benzodioxin-2-yl)methyl]-4piperidinemethanamine dihydrobromide), FC1=CC=C(C=O)C=C1 (4-fluorobenzaldehyde), S1C=CC=C1 (thiophene), [O-2].[Ca+2] (calcium oxide), [H][H] (hydrogen). Reagents/catalysts: [Pd] (palladium-on-charcoal). Solvent: CO (methanol), CO (methanol). Product: O1C(COC2=C1C=CC=C2)CN2CCC(CC2)CNCC2=CC=C(C=C2)F (1-[(2,3-dihydro-1,4-benzodioxin-2-yl)-methyl]-N-[(4-fluorophenyl)methyl]-4-piperidinemethanamine), intermediate 82. Isolated yield 98.3%. As a reaction SMILES: Br.Br.[O:3]1[C:8]2[CH:9]=[CH:10][CH:11]=[CH:12][C:7]=2[O:6][CH2:5][CH:4]1[CH2:13][N:14]1[CH2:19][CH2:18][CH:17]([CH2:20][NH2:21])[CH2:16][CH2:15]1.[F:22][C:23]1[CH:30]=[CH:29][C:26]([CH:27]=O)=[CH:25][CH:24]=1.S1C=CC=C1.[O-2].[Ca+2].[H][H]>CO.[Pd]>[O:3]1[C:8]2[CH:9]=[CH:10][CH:11]=[CH:12][C:7]=2[O:6][CH2:5][CH:4]1[CH2:13][N:14]1[CH2:15][CH2:16][CH:17]([CH2:20][NH:21][CH2:27][C:26]2[CH:29]=[CH:30][C:23]([F:22])=[CH:24][CH:25]=2)[CH2:18][CH2:19]1 |f:0.1.2,5.6|. Procedure details: A mixture of 5 parts of 1-[(2,3-dihydro-1,4-benzodioxin-2-yl)methyl]-4piperidinemethanamine dihydrobromide, 1.6 parts of 4-fluorobenzaldehyde, 3 parts of a solution of thiophene in methanol 4%, 200 parts of methanol and 4 parts of calcium oxide was hydrogenated at normal pressure and at room temperature with 2 parts of palladium-on-charcoal catalyst 10%. After the calculated amount of hydrogen was taken up, the catalyst was filtered off and the filtrate was evaporated, yielding 4.3 parts (98.3%)...